This data is from the Open Reaction Database (ORD), a public repository of structured organic reaction records. The task is: describe an organic reaction: reactants, conditions, products, and yield Starting materials: O=C1CCCO1, CCCCNC(=O)CCCO, CCCCN, CC(C)C[AlH]CC(C)C, Cc1ccccc1. Yields the product CCCCNCCCCO. RXN SMILES: [C:6]1(=[O:7])[O:8][CH2:9][CH2:10][CH2:11]1.[CH2:12]([CH2:13][CH2:14][CH3:15])[NH:16][C:17]([CH2:18][CH2:19][CH2:20][OH:21])=[O:22].[CH2:1]([NH2:2])[CH2:3][CH2:4][CH3:5].[CH3:23][CH:24]([CH2:25][AlH:26][CH2:27][CH:28]([CH3:29])[CH3:30])[CH3:31].[CH3:32][c:33]1[cH:34][cH:35][cH:36][cH:37][cH:38]1>>[CH2:12]([CH2:13][CH2:14][CH3:15])[NH:16][CH2:17][CH2:18][CH2:19][CH2:20][OH:21]. Reactants: FC=1C(NC(NC1)=O)=O (5-Fluorouracil), Compound ( 5 ), CI (methyl iodide), C([O-])([O-])=O.[K+].[K+] (potassium carbonate). Run in CC(=O)C (acetone). Conditions: time 24 hour. Yields the product FC=1C(N(C(NC1)=O)C)=O (5-fluoro-3-methyluracil), Compound ( 6 ). As a reaction SMILES: [F:1][C:2]1[C:3](=[O:9])[NH:4][C:5](=[O:8])[NH:6][CH:7]=1.CI.[C:12](=O)([O-])[O-].[K+].[K+]>CC(C)=O>[F:1][C:2]1[C:3](=[O:9])[N:4]([CH3:12])[C:5](=[O:8])[NH:6][CH:7]=1 |f:2.3.4|. Procedure: 5-Fluorouracil, namely Compound (5) (1.30 g; 10 mmol), methyl iodide (CH3I) (2.13 g; 15 mmol) and potassium carbonate (0.69 g; 5 mmol) were added to acetone (20 ml), and the resulting mixture was stirred at 60°-70° C. for 24 hours. The reaction solution obtained was filtered to remove potassium carbonate, and the filtrate was concentrated under reduced pressure. To the resulting residue was added a small volume of chloroform, and then the residue was fractionated by column chromatography on sili... Reactants: [OH-].[K+] (KOH), C(CC(=O)C)(=O)[O-] (acetoacetate), CC(C)(C(CC(Cl)(Cl)Cl)Cl)O (2-methyl-3,5,5,5-tetrachloropentan-2-ol). The reagents and catalysts are [Br-].C(CCC)[N+](CCCC)(CCCC)CCCC (tetrabutylammonium bromide). Run in C1(=CC=CC=C1)C (toluene). Conditions: temperature 80 celsius. The product is C(C)(=O)C1C(=O)OC(C1C=C(Cl)Cl)(C)C (2-acetyl-3-(2',2'-dichlorovinyl)-4-methyl-γ-valerolactone). RXN SMILES: [OH-].[K+].[C:3]([O-:9])(=[O:8])[CH2:4][C:5]([CH3:7])=[O:6].[CH3:10][C:11](O)([CH:13](Cl)[CH2:14][C:15](Cl)([Cl:17])[Cl:16])[CH3:12]>C1(C)C=CC=CC=1.[Br-].C([N+](CCCC)(CCCC)CCCC)CCC>[C:5]([CH:4]1[CH:13]([CH:14]=[C:15]([Cl:17])[Cl:16])[C:11]([CH3:12])([CH3:10])[O:9][C:3]1=[O:8])(=[O:6])[CH3:7] |f:0.1,5.6|. Reported procedure: 112 g of 50% strength KOH were added dropwise at room temperature to 162 g (0.5 mol) of the acetoacetate of 2-methyl-3,5,5,5-tetrachloropentan-2-ol in 200 ml of toluene and 5 g of tetrabutylammonium bromide. The mixture was then heated to 80° C. for a further 1-2 hours. After cooling the mixture, the aqueous phase was rendered strongly acid and the salts which had precipitated were dissolved with water. The organic phase was then separated off and dried with sodium sulphate and the solvent was s... Starting materials: BrC=1C=C2C=NNC2=CC1 (5-bromo-1H-indazole), [H-].[Na+] (sodium hydride), C1CCOC1 (THF), CN(S(=O)(=O)Cl)C (Dimethylsulfamoyl chloride). Conditions: time 8 hour. The product is BrC=1C=C2C=NN(C2=CC1)S(=O)(=O)C(C)C (5-bromo-1-(propan-2-ylsulfonyl)-1H-indazole). Reaction SMILES: [Br:1][C:2]1[CH:3]=[C:4]2[C:8](=[CH:9][CH:10]=1)[NH:7][N:6]=[CH:5]2.[H-].[Na+].CN(C)[S:15](Cl)(=[O:17])=[O:16].[CH2:20]1[CH2:24]OC[CH2:21]1>>[Br:1][C:2]1[CH:3]=[C:4]2[C:8](=[CH:9][CH:10]=1)[N:7]([S:15]([CH:20]([CH3:24])[CH3:21])(=[O:17])=[O:16])[N:6]=[CH:5]2 |f:1.2|. Reported procedure: To a solution of 5-bromo-1H-indazole (2 g, 10.2 mmol) in THF (100 mL) was added sodium hydride (0.61 g, 15.2 mmol) at 0° C. for 1 hour. Dimethylsulfamoyl chloride was then added dropwise, and then the reaction mixture was allowed to reach room temperature overnight. The reaction mixture was then quenched by the addition of a saturated aqueous solution of sodium bicarbonate (100 mL), and the mixture was diluted with ethyl acetate (250 mL). The layers were separated, and the aqueous layer was extr... The reactants are ClC1=CC=C2C(=C(C=NC2=C1)CO)O (7-chloro-4-hydroxy-3-hydroxymethylquinoline), S(=O)(=O)(OC)OC (dimethyl sulphate). Run in industrial methylated spirit. Yields the product ClC1=CC=C2C(C(=CN(C2=C1)C)CO)=O (7-chloro-1-methyl-3-hydroxymethyl-4-quinolone). RXN SMILES: [Cl:1][C:2]1[CH:11]=[C:10]2[C:5]([C:6]([OH:14])=[C:7]([CH2:12][OH:13])[CH:8]=[N:9]2)=[CH:4][CH:3]=1.S(OC)(O[CH3:19])(=O)=O>>[Cl:1][C:2]1[CH:11]=[C:10]2[C:5]([C:6](=[O:14])[C:7]([CH2:12][OH:13])=[CH:8][N:9]2[CH3:19])=[CH:4][CH:3]=1. Procedure details: In a similar manner to that described in Example 3 7-chloro-4-hydroxy-3-hydroxymethylquinoline was treated with dimethyl sulphate to give the novel 7-chloro-1-methyl-3-hydroxymethyl-4-quinolone, m.p. 204°-206° (from industrial methylated spirit). Reaction of this product with thionyl chloride gave 7-chloro-3-chloromethyl-1-methyl-4-quinolone hydrochloride, m.p. 205°-207°, which was reacted with sodium methanethiolate to give the novel 7-chloro-1-methyl-3-methylthiomethyl-4-quinolone, m.p. 163°-1... The reactants are C(CC)NC(C1=C(C=CC(=C1)Cl)[N+](=O)[O-])=O (5-chloro-2-nitrobenzoic acid propylamide), O=S(Cl)Cl (SOCl2), NCCC (1-aminopropane). Solvent: C1CCOC1 (THF). Reaction conditions: time 5 hour. Yields the product ClC=1C=CC(=C(C(=NCCC)NCCC)C1)[N+](=O)[O-] (5-Chloro-2-nitro-N,N′-dipropylbenzamidine). As a reaction SMILES: [CH2:1]([NH:4][C:5](=O)[C:6]1[CH:11]=[C:10]([Cl:12])[CH:9]=[CH:8][C:7]=1[N+:13]([O-:15])=[O:14])[CH2:2][CH3:3].O=S(Cl)Cl.[NH2:21][CH2:22][CH2:23][CH3:24]>C1COCC1>[Cl:12][C:10]1[CH:9]=[CH:8][C:7]([N+:13]([O-:15])=[O:14])=[C:6]([CH:11]=1)[C:5]([NH:21][CH2:22][CH2:23][CH3:24])=[N:4][CH2:1][CH2:2][CH3:3]. Reported procedure: In a sulfonation flask 32.8 g (0.125 mol) 5-chloro-2-nitrobenzoic acid propylamide are dissolved in 74.4 g (0.625 mol) SOCl2 and heated at reflux temperature for 4 hours. Then the excess SOCl2 is removed in a water jet vacuum and the crude imidoylchloride is dissolved in 30 ml of absolute THF. The resulting solution was added dropwise to a stirred solution of 15.4 g (0.26 mol) 1-aminopropane in 30 ml THF. The mixture is stirred for 5 hours at reflux temperature and then the solvent is removed in... The reactants are ClC=1C(=C(C(=NC1)N)N)OC (5-Chloro-4-methoxypyridin-2,3-diamine), [N+](=O)([O-])C1=CC=C(C=O)C=C1 (4-Nitrobenzaldehyde). The reagents and catalysts are O.O.O.O.O.O.[Fe](Cl)(Cl)Cl (Iron(III)chloride hexahydrate). Solvent: CN(C)C=O (DMF), CN(C)C=O (DMF). Conditions: temperature 80 celsius. Yields the product ClC=1C(=C2C(=NC1)NC(=N2)C2=CC=C(C=C2)[N+](=O)[O-])OC (6-Chloro-7-methoxy-2-(4-nitrophenyl)-3H-imidazo[4,5-b]pyridine). Reaction SMILES: [Cl:1][C:2]1[C:3]([O:10][CH3:11])=[C:4]([NH2:9])[C:5]([NH2:8])=[N:6][CH:7]=1.[N+:12]([C:15]1[CH:22]=[CH:21][C:18]([CH:19]=O)=[CH:17][CH:16]=1)([O-:14])=[O:13]>CN(C=O)C.O.O.O.O.O.O.[Fe](Cl)(Cl)Cl>[Cl:1][C:2]1[C:3]([O:10][CH3:11])=[C:4]2[N:9]=[C:19]([C:18]3[CH:21]=[CH:22][C:15]([N+:12]([O-:14])=[O:13])=[CH:16][CH:17]=3)[NH:8][C:5]2=[N:6][CH:7]=1 |f:3.4.5.6.7.8.9|. Procedure: 5-Chloro-4-methoxypyridin-2,3-diamine (0.500 g, 2.88 mmol) was dissolved in DMF (7 ml). Iron(III)chloride hexahydrate (0.062 g, 0.23 mmol) was added and the mixture heated to 80° C. 4-Nitrobenzaldehyde (0.434 g, 2.87 mmol) dissolved in DMF (4 ml) was added dropwise, and the reaction mixture was heated at 110° C. for 11 h with air bubbling through the solution. The DMF was removed by evaporation, the solid residue was dissolved in warm methanol and filtered through a short plug of silica gel. Fol... The reactants are ClC=1C(=CC2=C(OCO2)C1)CN1C(=NC(=C1C(=O)OCC)SC1CCC(CC1)=CC(=O)OCC)CCC (ethyl 1-[(6-chloro-1,3-benzodioxol-5-yl) methyl]-4-[[4-(2-ethoxy-2-oxoethylidene) cyclohexyl] thio]-2-propyl-1H-imidazole-5-carboxylate), O1CCCC1 (tetrahydrofuran). Yield: 62.0%. Conditions: time 24 hour. The product is C(=O)(O)C=C1CCC(CC1)SC=1N=C(N(C1C(=O)O)CC1=CC2=C(OCO2)C=C1Cl)CCC (4-((4-(carboxymethylene) cyclohexyl) thio)-1-((6-chloro 1,3-benzodioxol-5-yl) methyl)-2-propyl-1H-imidazole-5-carboxylic acid). Reported procedure: 880 mg of the product of Example 9 is introduced into 20 ml of tetrahydrofuran, 50 ml of ethanol and 25 ml of 2N soda are added and the reaction medium is left for 24 hours at ambient temperature. The tetrahydrofuran and the ethanol are evaporated off, then the reaction medium is acidified to pH 1. Extraction is carried out with ethyl acetate, followed by evaporation to dryness and the residue is recrystallized from ethyl acetate. In this way 490 mg of expected product is obtained. M.p.=168° C. Reaction SMILES: [Cl:1][C:2]1[C:3]([CH2:11][N:12]2[C:16]([C:17]([O:19]CC)=[O:18])=[C:15]([S:22][CH:23]3[CH2:28][CH2:27][C:26](=[CH:29][C:30]([O:32]CC)=[O:31])[CH2:25][CH2:24]3)[N:14]=[C:13]2[CH2:35][CH2:36][CH3:37])=[CH:4][C:5]2[O:9][CH2:8][O:7][C:6]=2[CH:10]=1.O1CCCC1>C(O)C>[C:30]([CH:29]=[C:26]1[CH2:25][CH2:24][CH:23]([S:22][C:15]2[N:14]=[C:13]([CH2:35][CH2:36][CH3:37])[N:12]([CH2:11][C:3]3[C:2]([Cl:1])=[CH:10][C:6]4[O:7][CH2:8][O:9][C:5]=4[CH:4]=3)[C:16]=2[C:17]([OH:19])=[O:18])[CH2:28][CH2:27]1)([OH:32])=[O:31]. Solvent: C(C)O (ethanol).